This data is from the Open Reaction Database (ORD), a public repository of structured organic reaction records. The task is: describe an organic reaction: reactants, conditions, products, and yield Starting materials: C(C=C)C=1C=C(N)C=CC1 (3-Allylaniline), ClCCC(=O)Cl (β-chloropropionyl chloride). The solvent is C1=CC=CC=C1 (benzene). Conditions: time 4 hour. Yields the product C(C=C)C=1C=C(C=CC1)NC(CCCl)=O (N-(3-allylphenyl)-β-chloropropionamide). RXN SMILES: [CH2:1]([C:4]1[CH:5]=[C:6]([CH:8]=[CH:9][CH:10]=1)[NH2:7])[CH:2]=[CH2:3].[Cl:11][CH2:12][CH2:13][C:14](Cl)=[O:15]>C1C=CC=CC=1>[CH2:1]([C:4]1[CH:5]=[C:6]([NH:7][C:14](=[O:15])[CH2:13][CH2:12][Cl:11])[CH:8]=[CH:9][CH:10]=1)[CH:2]=[CH2:3]. Procedure: 3-Allylaniline (0.3 moles), β-chloropropionyl chloride (0.35 mole) and benzene (100 ml) are charged into a glass reaction vessel equipped with a mechanical stirrer, thermometer and reflux condenser. The reaction mixture is heated at reflux with stirring for a period of about 4 hours. After this time the reaction mixture is cooled to room temperature and is washed with dilute aqueous sodium bicarbonate, with dilute hydrochloric acid and with water. The washed mixture is then dried over anhydrous ... Reactants: ClC1=C(C=C2C(C(=CN(C2=N1)C1=C(C=C(C=C1)F)F)C(=O)OCC)=O)F (ethyl 7-chloro-1-(2,4-difluorophenyl)-6-fluoro-1,4-dihydro-4-oxo-1,8-naphthyridine-3-carboxylate). Run in Cl (hydrochloric acid), O (water). Product: ClC1=C(C=C2C(C(=CN(C2=N1)C1=C(C=C(C=C1)F)F)C(=O)O)=O)F (7-chloro-1-(2,4-difluorophenyl)-6-fluoro-1,4-dihydro-4-oxo-1,8-naphthyridine-3-carboxylic acid). The yield is 97.1%. Reaction SMILES: [Cl:1][C:2]1[N:11]=[C:10]2[C:5]([C:6](=[O:25])[C:7]([C:20]([O:22]CC)=[O:21])=[CH:8][N:9]2[C:12]2[CH:17]=[CH:16][C:15]([F:18])=[CH:14][C:13]=2[F:19])=[CH:4][C:3]=1[F:26]>Cl.O>[Cl:1][C:2]1[N:11]=[C:10]2[C:5]([C:6](=[O:25])[C:7]([C:20]([OH:22])=[O:21])=[CH:8][N:9]2[C:12]2[CH:17]=[CH:16][C:15]([F:18])=[CH:14][C:13]=2[F:19])=[CH:4][C:3]=1[F:26]. Reported procedure: In 10 ml of conc. hydrochloric acid was suspended 500 mg of ethyl 7-chloro-1-(2,4-difluorophenyl)-6-fluoro-1,4-dihydro-4-oxo-1,8-naphthyridine-3-carboxylate, and the resulting suspension was subjected to reaction under reflux for 1 hour. The reaction mixture was diluted with 10 ml of water, and the crystals thus deposited were collected by filtration, and then washed with 2 ml of water to obtain 450 mg (yield 97.1%) of 7-chloro-1-(2,4-difluorophenyl)-6-fluoro-1,4-dihydro-4-oxo-1,8-naphthyridine-... Reactants: CC(C)(C)OC(=O)NCCCC(NCCN(CC(O)C(O)CO)CC(O)C(O)CO)c1ccccc1, ClCCl, O=C(O)C(F)(F)F. Product: O=C(O)C(F)(F)F, NCCCC(NCCN(CC(O)C(O)CO)CC(O)C(O)CO)c1ccccc1. As a reaction SMILES: [C:1]([O:2][C:3](=[O:4])[NH:8][CH2:9][CH2:10][CH2:11][CH:12]([NH:13][CH2:14][CH2:15][N:16]([CH2:17][CH:18]([CH:19]([CH2:20][OH:21])[OH:22])[OH:23])[CH2:24][CH:25]([CH:26]([CH2:27][OH:28])[OH:29])[OH:30])[c:31]1[cH:32][cH:33][cH:34][cH:35][cH:36]1)([CH3:5])([CH3:6])[CH3:7].[Cl:37][CH2:38][Cl:39].[F:40][C:41]([C:42](=[O:43])[OH:44])([F:45])[F:46]>>[F:40][C:41]([C:42](=[O:43])[OH:44])([F:45])[F:46].[NH2:8][CH2:9][CH2:10][CH2:11][CH:12]([NH:13][CH2:14][CH2:15][N:16]([CH2:17][CH:18]([CH:19]([CH2:20][OH:21])[OH:22])[OH:23])[CH2:24][CH:25]([CH:26]([CH2:27][OH:28])[OH:29])[OH:30])[c:31]1[cH:32][cH:33][cH:34][cH:35][cH:36]1. Reactants: COC1=CC=C(C=2SC3=C(C21)C=CC=C3NC(C)=O)C=O (1-methoxy-6-acetamido dibenzo[b,d]thiophene-4-carbaldehyde), S(N)(O)(=O)=O (sulfamic acid), Cl(=O)[O-].[Na+] (sodium chlorite). Run in C1CCOC1 (THF), O (water), O (water). Run at temperature 10 celsius. Product: COC1=CC=C(C=2SC3=C(C21)C=CC=C3NC(C)=O)C(=O)O (1-methoxy-6-acetamido dibenzo[b,d]thiophene-4-carboxylic acid). As a reaction SMILES: [CH3:1][O:2][C:3]1[C:11]2[C:10]3[CH:12]=[CH:13][CH:14]=[C:15]([NH:16][C:17](=[O:19])[CH3:18])[C:9]=3[S:8][C:7]=2[C:6]([CH:20]=[O:21])=[CH:5][CH:4]=1.S(=O)(=O)([OH:24])N.Cl([O-])=O.[Na+]>C1COCC1.O>[CH3:1][O:2][C:3]1[C:11]2[C:10]3[CH:12]=[CH:13][CH:14]=[C:15]([NH:16][C:17](=[O:19])[CH3:18])[C:9]=3[S:8][C:7]=2[C:6]([C:20]([OH:24])=[O:21])=[CH:5][CH:4]=1 |f:2.3|. Procedure details: To a solution of 1-methoxy-6-acetamido dibenzo[b,d]thiophene-4-carbaldehyde (800 mg, 0.00266 mol) in THF (15 ml) and water (2 ml) was added sulfamic acid (387 mg, 0.004 mmol) while stirring at 10° C. A solution of 80% sodium chlorite (360 mg, 0.004 mmol) in water (2.0 mL) was added drop wise to the above reaction mixture over a period of 5 min Starting materials: C[C@@H]1C[C@@H]([C@@H]2[C@H](C[C@H]([C@@](O2)(C(=O)C(=O)N3CCCC[C@H]3C(=O)O[C@@H]([C@@H]([C@H](CC(=O)[C@@H](/C=C(/C1)\C)CC=C)O)C)/C(=C/[C@@H]4CC[C@H]([C@@H](C4)OC)O)/C)O)C)OC)OC.O (tacrolimus monohydrate), S(=O)(=O)(OCCCCCCCCCCCC)[O-].[Na+] (sodium dodecyl sulfate). The product is C[C@@H]1C[C@@H]([C@@H]2[C@H](C[C@H]([C@@](O2)(C(=O)C(=O)N3CCCC[C@H]3C(=O)O[C@@H]([C@@H]([C@H](CC(=O)[C@@H](/C=C(/C1)\C)CC=C)O)C)/C(=C/[C@@H]4CC[C@H]([C@@H](C4)OC)O)/C)O)C)OC)OC (tacrolimus). Yield: 4911.6%. RXN SMILES: [CH3:1][C@H:2]1[CH2:33][C:32]([CH3:34])=[CH:31][C@@H:30]([CH2:35][CH:36]=[CH2:37])[C:28](=[O:29])[CH2:27][C@H:26]([OH:38])[C@@H:25]([CH3:39])[C@@H:24](/[C:40](/[CH3:51])=[CH:41]/[C@H:42]2[CH2:47][C@@H:46]([O:48][CH3:49])[C@H:45]([OH:50])[CH2:44][CH2:43]2)[O:23][C:21](=[O:22])[C@H:20]2[N:15]([CH2:16][CH2:17][CH2:18][CH2:19]2)[C:13](=[O:14])[C:11](=[O:12])[C@:9]2([OH:52])[O:10][C@@H:5]([C@@H:6]([O:54][CH3:55])[CH2:7][C@H:8]2[CH3:53])[C@@H:4]([O:56][CH3:57])[CH2:3]1.O.S([O-])(OCCCCCCCCCCCC)(=O)=O.[Na+]>>[CH3:1][C@H:2]1[CH2:33][C:32]([CH3:34])=[CH:31][C@@H:30]([CH2:35][CH:36]=[CH2:37])[C:28](=[O:29])[CH2:27][C@H:26]([OH:38])[C@@H:25]([CH3:39])[C@@H:24](/[C:40](/[CH3:51])=[CH:41]/[C@H:42]2[CH2:47][C@@H:46]([O:48][CH3:49])[C@H:45]([OH:50])[CH2:44][CH2:43]2)[O:23][C:21](=[O:22])[C@H:20]2[N:15]([CH2:16][CH2:17][CH2:18][CH2:19]2)[C:13](=[O:14])[C:11](=[O:12])[C@:9]2([OH:52])[O:10][C@@H:5]([C@@H:6]([O:54][CH3:55])[CH2:7][C@H:8]2[CH3:53])[C@@H:4]([O:56][CH3:57])[CH2:3]1 |f:0.1,2.3|. Procedure details: Subsequently an analogous procedure was used to prepare the monooxime of tacrolimus. Tacrolimus was provided as a solid mixture in a capsule containing 1.02 mg of tacrolimus monohydrate and approximately a 6-fold excess of sodium dodecyl sulfate (SDS). The solid mixture from 30 capsules was combined and extracted 4 times with 12 ml each time of ethyl acetate. The combined organic extracts were concentrated under a vacuum to give 49 mg of crude tacrolimus which was used directly in the following ... Starting materials: CCO, O=[N+]([O-])c1ccc(F)c(-c2ccnc(Cl)n2)c1. The product is Nc1ccc(F)c(-c2ccnc(Cl)n2)c1. Reaction SMILES: [CH3:18][CH2:19][OH:20].[Cl:1][c:2]1[n:3][cH:4][cH:5][c:6](-[c:8]2[c:9]([F:17])[cH:10][cH:11][c:12]([N+:14]([O-:15])=[O:16])[cH:13]2)[n:7]1>>[Cl:1][c:2]1[n:3][cH:4][cH:5][c:6](-[c:8]2[c:9]([F:17])[cH:10][cH:11][c:12]([NH2:14])[cH:13]2)[n:7]1. Reactants: CCO, Nc1c(N=O)c(=O)n(CC2CC2)c(=O)n1CC1CC1, O. The product is Nc1c(N)n(CC2CC2)c(=O)n(CC2CC2)c1=O. Reaction SMILES: [CH3:21][CH2:22][OH:23].[NH2:1][c:2]1[c:3]([N:18]=[O:19])[c:4](=[O:17])[n:5]([CH2:13][CH:14]2[CH2:15][CH2:16]2)[c:6](=[O:12])[n:7]1[CH2:8][CH:9]1[CH2:10][CH2:11]1.[OH2:20]>>[NH2:1][c:2]1[c:3]([NH2:18])[c:4](=[O:17])[n:5]([CH2:13][CH:14]2[CH2:15][CH2:16]2)[c:6](=[O:12])[n:7]1[CH2:8][CH:9]1[CH2:10][CH2:11]1. Starting materials: CCCCCCCCCCc1ccc(CNc2ccc(C(=O)OCC)cc2)cc1, CCO, Cl, [K+], [OH-], O. Product: CCCCCCCCCCc1ccc(CNc2ccc(C(=O)O)cc2)cc1. As a reaction SMILES: [CH2:1]([CH2:2][CH2:3][CH2:4][CH2:5][CH2:6][CH2:7][CH2:8][CH2:9][CH3:10])[c:11]1[cH:12][cH:13][c:14]([CH2:15][NH:16][c:17]2[cH:18][cH:19][c:20]([C:21](=[O:22])[O:23][CH2:24][CH3:25])[cH:26][cH:27]2)[cH:28][cH:29]1.[CH3:32][CH2:33][OH:34].[ClH:35].[K+:31].[OH-:30].[OH2:36]>>[CH2:1]([CH2:2][CH2:3][CH2:4][CH2:5][CH2:6][CH2:7][CH2:8][CH2:9][CH3:10])[c:11]1[cH:12][cH:13][c:14]([CH2:15][NH:16][c:17]2[cH:18][cH:19][c:20]([C:21](=[O:22])[OH:23])[cH:26][cH:27]2)[cH:28][cH:29]1. Reactants: C1(=CC=CC=C1)P(C1=CC=CC=C1)C1=CC=CC=C1 (Triphenylphosphine), N1=CC=CC=C1 (pyridine), ClC(C(=O)OC(C)(C)C)N1C(C(C1SCC#CC1=CC=C(C=C1)F)NC(C1=CC=CC=C1)(C1=CC=CC=C1)C1=CC=CC=C1)=O (1-(1-Chloro-1-t-butoxycarbonylmethyl)-3-(triphenylmethylamino)-4-(3-p-fluorophenylprop-2-ynylthio)azetidin -2-one). Run in O1CCCC1 (tetrahydrofuran), O1CCOCC1 (dioxan). Product: C1(=CC=CC=C1)C(C1=CC=CC=C1)(C1=CC=CC=C1)NC1C(NC1SCC#CC1=CC=C(C=C1)F)=O (3-(triphenylmethylamino)-4-(3-p-fluorophenylprop-2-ynylthio) azetidin-2-one). RXN SMILES: ClC([N:10]1[CH:13]([S:14][CH2:15][C:16]#[C:17][C:18]2[CH:23]=[CH:22][C:21]([F:24])=[CH:20][CH:19]=2)[CH:12]([NH:25][C:26]([C:39]2[CH:44]=[CH:43][CH:42]=[CH:41][CH:40]=2)([C:33]2[CH:38]=[CH:37][CH:36]=[CH:35][CH:34]=2)[C:27]2[CH:32]=[CH:31][CH:30]=[CH:29][CH:28]=2)[C:11]1=[O:45])C(OC(C)(C)C)=O.C1(P(C2C=CC=CC=2)C2C=CC=CC=2)C=CC=CC=1.N1C=CC=CC=1>O1CCCC1.O1CCOCC1>[C:27]1([C:26]([NH:25][CH:12]2[CH:13]([S:14][CH2:15][C:16]#[C:17][C:18]3[CH:23]=[CH:22][C:21]([F:24])=[CH:20][CH:19]=3)[NH:10][C:11]2=[O:45])([C:39]2[CH:44]=[CH:43][CH:42]=[CH:41][CH:40]=2)[C:33]2[CH:34]=[CH:35][CH:36]=[CH:37][CH:38]=2)[CH:32]=[CH:31][CH:30]=[CH:29][CH:28]=1. Procedure details: 1-(1-Chloro-1-t-butoxycarbonylmethyl)-3-(triphenylmethylamino)-4-(3-p-fluorophenylprop-2-ynylthio)azetidin -2-one (570mg) was dissolved in a 1:1 mixture of dry tetrahydrofuran and dioxan (20ml) under nitrogen. Triphenylphosphine (495mg) and dry pyridine (150mg) were added and the mixture heated at 49° for 16 hours. The reaction mixture was filtered the filtrate evaporated. The residue was triturated with toluene and the soluble portion re-evaporated. Chromatography on silica afforded 1-(1-t-buto... Starting materials: O=S(=O)(Cl)C1CC1COCc1ccccc1, Cc1c(Nc2ccc(I)cc2F)c(N)c2n(c1=O)CCS2, c1ccncc1. Yields the product Cc1c(Nc2ccc(I)cc2F)c(NS(=O)(=O)C2CC2COCc2ccccc2)c2n(c1=O)CCS2. As a reaction SMILES: [CH2:22]([c:23]1[cH:24][cH:25][cH:26][cH:27][cH:28]1)[O:29][CH2:30][CH:31]1[CH:32]([S:34](=[O:35])(=[O:36])[Cl:37])[CH2:33]1.[NH2:1][c:2]1[c:3]2[n:4]([c:5](=[O:18])[c:6]([CH3:17])[c:7]1[NH:8][c:9]1[c:10]([F:16])[cH:11][c:12]([I:15])[cH:13][cH:14]1)[CH2:19][CH2:20][S:21]2.[cH:38]1[cH:39][cH:40][n:41][cH:42][cH:43]1>>[NH:1]([c:2]1[c:3]2[n:4]([c:5](=[O:18])[c:6]([CH3:17])[c:7]1[NH:8][c:9]1[c:10]([F:16])[cH:11][c:12]([I:15])[cH:13][cH:14]1)[CH2:19][CH2:20][S:21]2)[S:34]([CH:32]1[CH:31]([CH2:30][O:29][CH2:22][c:23]2[cH:24][cH:25][cH:26][cH:27][cH:28]2)[CH2:33]1)(=[O:35])=[O:36].